From a dataset of the Open Reaction Database (ORD), a public repository of structured organic reaction records. describe an organic reaction: reactants, conditions, products, and yield The reactants are O=C([O-])[O-], Cc1ccccc1B(O)O, Nc1c(C(=O)c2ccc(Cl)cc2Cl)oc2cc(I)ccc12, [Na+], [Na+], c1ccc(P(c2ccccc2)(c2ccccc2)[Pd](P(c2ccccc2)(c2ccccc2)c2ccccc2)(P(c2ccccc2)(c2ccccc2)c2ccccc2)P(c2ccccc2)(c2ccccc2)c2ccccc2)cc1. Product: Cc1ccccc1-c1ccc2c(N)c(C(=O)c3ccc(Cl)cc3Cl)oc2c1. RXN SMILES: [C:32](=[O:33])([O-:34])[O-:35].[CH3:22][c:23]1[c:24]([B:29]([OH:30])[OH:31])[cH:25][cH:26][cH:27][cH:28]1.[NH2:1][c:2]1[c:3]([C:12](=[O:13])[c:14]2[c:15]([Cl:21])[cH:16][c:17]([Cl:20])[cH:18][cH:19]2)[o:4][c:5]2[c:6]1[cH:7][cH:8][c:9]([I:11])[cH:10]2.[Na+:36].[Na+:37].[cH:38]1[cH:39][cH:40][c:41]([P:42]([Pd:43]([P:44]([c:45]2[cH:46][cH:47][cH:48][cH:49][cH:50]2)([c:51]2[cH:52][cH:53][cH:54][cH:55][cH:56]2)[c:57]2[cH:58][cH:59][cH:60][cH:61][cH:62]2)([P:63]([c:64]2[cH:65][cH:66][cH:67][cH:68][cH:69]2)([c:70]2[cH:71][cH:72][cH:73][cH:74][cH:75]2)[c:76]2[cH:77][cH:78][cH:79][cH:80][cH:81]2)[P:82]([c:83]2[cH:84][cH:85][cH:86][cH:87][cH:88]2)([c:89]2[cH:90][cH:91][cH:92][cH:93][cH:94]2)[c:95]2[cH:96][cH:97][cH:98][cH:99][cH:100]2)([c:101]2[cH:102][cH:103][cH:104][cH:105][cH:106]2)[c:107]2[cH:108][cH:109][cH:110][cH:111][cH:112]2)[cH:113][cH:114]1>>[NH2:1][c:2]1[c:3]([C:12](=[O:13])[c:14]2[c:15]([Cl:21])[cH:16][c:17]([Cl:20])[cH:18][cH:19]2)[o:4][c:5]2[c:6]1[cH:7][cH:8][c:9](-[c:24]1[c:23]([CH3:22])[cH:28][cH:27][cH:26][cH:25]1)[cH:10]2. Starting materials: CC(C)(C)[Si](C)(C)OCc1cccc(-c2ccc3nc(-c4ccc5cc[nH]c5c4)cn3c2)c1, CCCC[N+](CCCC)(CCCC)CCCC, [F-], C1CCOC1. Yields the product OCc1cccc(-c2ccc3nc(-c4ccc5cc[nH]c5c4)cn3c2)c1. Reaction SMILES: [C:19]([Si:20]([CH3:21])([CH3:22])[O:24][CH2:25][c:26]1[cH:27][c:28](-[c:32]2[cH:33][cH:34][c:35]3[n:36]([cH:37]2)[cH:38][c:39](-[c:41]2[cH:42][cH:43][c:44]4[cH:45][cH:46][nH:47][c:48]4[cH:49]2)[n:40]3)[cH:29][cH:30][cH:31]1)([CH3:23])([CH3:50])[CH3:51].[CH3:2][CH2:3][CH2:4][CH2:5][N+:6]([CH2:7][CH2:8][CH2:9][CH3:10])([CH2:11][CH2:12][CH2:13][CH3:14])[CH2:15][CH2:16][CH2:17][CH3:18].[F-:1].[O:52]1[CH2:53][CH2:54][CH2:55][CH2:56]1>>[OH:24][CH2:25][c:26]1[cH:27][c:28](-[c:32]2[cH:33][cH:34][c:35]3[n:36]([cH:37]2)[cH:38][c:39](-[c:41]2[cH:42][cH:43][c:44]4[cH:45][cH:46][nH:47][c:48]4[cH:49]2)[n:40]3)[cH:29][cH:30][cH:31]1. Starting materials: IC=1C=C(C=CC1)C(CC(=O)NC1=C(C=C(C=C1)N1C=CC=C1)[N+](=O)[O-])=O (3-(3-iodo-phenyl)-N-(2-nitro-4-pyrrol-1-yl-phenyl)-3-oxo-propionamide), O.O.Cl[Sn]Cl (SnCl2.2H2O), CCO (EtOH). The product is IC=1C=C(C=CC1)C1=NC2=C(NC(C1)=O)C=C(C=C2)N2C=CC=C2 (4-(3-Iodo-phenyl)-8-pyrrol-1-yl-1,3-dihydro-benzo[b][1,4]diazepin-2-one), solid. Reaction SMILES: [I:1][C:2]1[CH:3]=[C:4]([C:8](=O)[CH2:9][C:10]([NH:12][C:13]2[CH:18]=[CH:17][C:16]([N:19]3[CH:23]=[CH:22][CH:21]=[CH:20]3)=[CH:15][C:14]=2[N+:24]([O-])=O)=O)C=C[CH:7]=1.O.O.Cl[Sn]Cl.[CH3:33][CH2:34][OH:35]>>[I:1][C:2]1[CH:7]=[C:9]([C:10]2[CH2:33][C:34](=[O:35])[NH:24][C:14]3[CH:15]=[C:16]([N:19]4[CH:20]=[CH:21][CH:22]=[CH:23]4)[CH:17]=[CH:18][C:13]=3[N:12]=2)[CH:8]=[CH:4][CH:3]=1 |f:1.2.3|. Procedure: The title compound was prepared from 3-(3-iodo-phenyl)-N-(2-nitro-4-pyrrol-1-yl-phenyl)-3-oxo-propionamide (Example M8) by reductive cyclization with SnCl2.2H2O in EtOH at 70° C. according to the general procedure J (method b). Obtained as an olive solid (624 mg). The reactants are [Br-], Br, Br, COc1ccc(C2=CCN(Cc3ccccc3)CC2)cc1, [Na+], [Na+], C1CCOC1, [OH-], O. The product is COc1ccc(C23CCN(Cc4ccccc4)CC2O3)cc1. Reaction SMILES: [Br-:24].[Br:25].[BrH:22].[CH2:1]([c:2]1[cH:3][cH:4][cH:5][cH:6][cH:7]1)[N:8]1[CH2:9][CH2:10][C:11]([c:14]2[cH:15][cH:16][c:17]([O:20][CH3:21])[cH:18][cH:19]2)=[CH:12][CH2:13]1.[Na+:23].[Na+:27].[O:28]1[CH2:29][CH2:30][CH2:31][CH2:32]1.[OH-:26].[OH2:33]>>[CH2:1]([c:2]1[cH:3][cH:4][cH:5][cH:6][cH:7]1)[N:8]1[CH2:9][CH2:10][C:11]2([c:14]3[cH:15][cH:16][c:17]([O:20][CH3:21])[cH:18][cH:19]3)[CH:12]([CH2:13]1)[O:26]2. Starting materials: CO, CC(=O)Cl, O=C(O)Cc1cc(F)cc(F)c1. The product is COC(=O)Cc1cc(F)cc(F)c1. Reaction SMILES: [CH3:17][OH:18].[CH3:1][C:2](=[O:3])[Cl:4].[F:5][c:6]1[cH:7][c:8]([CH2:13][C:14](=[O:15])[OH:16])[cH:9][c:10]([F:12])[cH:11]1>>[CH3:1][O:16][C:14]([CH2:13][c:8]1[cH:7][c:6]([F:5])[cH:11][c:10]([F:12])[cH:9]1)=[O:15]. The reactants are BrC=1C(=C(C=O)C=C(C1)OC)O (3-Bromo-2-hydroxy-5-methoxy-benzaldehyde), BrC(C(=O)OC)C(=O)OC (dimethyl bromomalonate), C([O-])([O-])=O.[K+].[K+] (potassium carbonate). The reagents and catalysts are [Br-].C(CCC)[N+](CCCC)(CCCC)CCCC (tetra-n-butylammonium bromide). The solvent is C1(=CC=CC=C1)C (toluene). Yields the product BrC1=CC(=CC=2C=C(OC21)C(=O)OC)OC (Methyl 7-bromo-5-methoxy-1-benzofuran-2-carboxylate). Yield: 54.8%. As a reaction SMILES: [Br:1][C:2]1[C:3]([OH:12])=[C:4]([CH:7]=[C:8]([O:10][CH3:11])[CH:9]=1)[CH:5]=O.Br[CH:14](C(OC)=O)[C:15]([O:17][CH3:18])=[O:16].C(=O)([O-])[O-].[K+].[K+]>C1(C)C=CC=CC=1.[Br-].C([N+](CCCC)(CCCC)CCCC)CCC>[Br:1][C:2]1[C:3]2[O:12][C:14]([C:15]([O:17][CH3:18])=[O:16])=[CH:5][C:4]=2[CH:7]=[C:8]([O:10][CH3:11])[CH:9]=1 |f:2.3.4,6.7|. Reported procedure: To a solution containing 3-Bromo-2-hydroxy-5-methoxy-benzaldehyde (94.7 g, 0.410 mol) and dimethyl bromomalonate (103 g, 0.492 mol) in toluene (1.2 L) was added freshly powdered potassium carbonate (85 g, 0.615 mol) and tetra-n-butylammonium bromide (13.2 g, 0.041 mol). The reaction was heated at reflux under a Dean-Stark trap for 48 h. The reaction was concentrated and the residue dissolved with dichloromethane (−0.5 L) and filtered through Celite, washing with dichloromethane (˜0.5 L). The fil... Starting materials: C(C1=CC=CC=C1)OC(=O)N1CC(CC1)=C (3-methylen-pyrrolidine-1-carboxylic acid benzyl ester), C([O-])(O)=O.[Na+] (sodium bicarbonate), ClC1=CC(=CC=C1)C(=O)OO (m-chlor-perbenzoic acid). Solvent: ClCCl (dichloromethane), S(=O)([O-])[O-].[Na+].[Na+] (sodium sulfite), ClCCl (dichloromethane). Run at time 3 hour. The product is C(C1=CC=CC=C1)OC(=O)N1CC2(CO2)CC1 (1-Oxa-5-aza-spiro[2.4]heptane-5-carboxylic acid benzyl ester). Reaction SMILES: [CH2:1]([O:8][C:9]([N:11]1[CH2:15][CH2:14][C:13](=[CH2:16])[CH2:12]1)=[O:10])[C:2]1[CH:7]=[CH:6][CH:5]=[CH:4][CH:3]=1.C(=O)(O)[O-:18].[Na+].ClC1C=CC=C(C(OO)=O)C=1>ClCCl.S([O-])([O-])=O.[Na+].[Na+]>[CH2:1]([O:8][C:9]([N:11]1[CH2:15][CH2:14][C:13]2([O:18][CH2:16]2)[CH2:12]1)=[O:10])[C:2]1[CH:3]=[CH:4][CH:5]=[CH:6][CH:7]=1 |f:1.2,5.6.7|. Reported procedure: A solution 3-methylen-pyrrolidine-1-carboxylic acid benzyl ester (WO9624593) in 5 ml of dichloromethane was treated with 2.16 g sodium bicarbonate (MW: 84.01 26.28 mmol) and 2.47 g of 80% m-chlor-perbenzoic acid (MW: 172.57, 11.48 mmol). The reaction mixture was stirred at room temperature for three hours. The reaction mixture was diluted with 20 ml of a saturated aqueous sodium sulfite solution and 45 ml of dichloromethane. The organic layer was successively washed with 30 ml of an aqueous satu... The reactants are C(C1=CC=CC=C1)(=O)NC1=CC=C(C=C1)C1=CC=C2CN(C(C2=C1)=O)[C@H](C(=O)OC)C(C)C ((S)-Methyl 2-(6-(4-benzamidophenyl)-1-oxoisoindolin-2-yl)-3-methylbutanoate), NC1=CC=C(C=C1)C1=CC=C2CN(C(C2=C1)=O)[C@H](C(=O)OC)C(C)C ((S)-Methyl 2-(6-(4-aminophenyl)-1-oxoisoindolin-2-yl)-3-methylbutanoate), FC1=CC(=C(C(=O)Cl)C=C1)C(F)(F)F (4-fluoro-2-trifluoromethyl benzoyl chloride). Product: FC1=CC(=C(C(=O)NC2=CC=C(C=C2)C2=CC=C3CN(C(C3=C2)=O)[C@H](C(=O)OC)C(C)C)C=C1)C(F)(F)F ((S)-Methyl 2-(6-(4-(4-fluoro-2-(trifluoromethyl)benzamido)phenyl)-1-oxoisoindolin-2-yl)-3-methylbutanoate). Isolated yield 64.0%. RXN SMILES: C(NC1C=CC(C2C=C3C(CN([C@@H](C(C)C)C(OC)=O)C3=O)=CC=2)=CC=1)(=O)C1C=CC=CC=1.[NH2:34][C:35]1[CH:40]=[CH:39][C:38]([C:41]2[CH:49]=[C:48]3[C:44]([CH2:45][N:46]([C@@H:51]([CH:56]([CH3:58])[CH3:57])[C:52]([O:54][CH3:55])=[O:53])[C:47]3=[O:50])=[CH:43][CH:42]=2)=[CH:37][CH:36]=1.[F:59][C:60]1[CH:68]=[CH:67][C:63]([C:64](Cl)=[O:65])=[C:62]([C:69]([F:72])([F:71])[F:70])[CH:61]=1>>[F:59][C:60]1[CH:68]=[CH:67][C:63]([C:64]([NH:34][C:35]2[CH:36]=[CH:37][C:38]([C:41]3[CH:49]=[C:48]4[C:44]([CH2:45][N:46]([C@@H:51]([CH:56]([CH3:58])[CH3:57])[C:52]([O:54][CH3:55])=[O:53])[C:47]4=[O:50])=[CH:43][CH:42]=3)=[CH:39][CH:40]=2)=[O:65])=[C:62]([C:69]([F:70])([F:71])[F:72])[CH:61]=1. Procedure: The compound of example 197 was prepared analogous to compound of example 97 by reaction of compound of example 6 with 4-fluoro-2-trifluoromethyl benzoyl chloride. The reactants are C(C(CO)(CO)N)O.Cl (Tris-HCl), C1=CC(=C[N+](=C1)[C@H]2[C@@H]([C@@H]([C@H](O2)COP(=O)(O)OP(=O)(O)OC[C@@H]3[C@H]([C@H]([C@@H](O3)N4C=NC5=C4N=CN=C5N)OP(=O)(O)O)O)O)O)C(=O)N (NADP), C1[C@H]([C@@H]([C@@H](C=C1C(=O)O)O)O)O (shikimic acid), C1[C@H]([C@@H]([C@@H](C=C1C(=O)O)O)O)O (shikimate). Yields the product C=1N=C(C2=C(N1)N(C=N2)[C@H]3[C@@H]([C@@H]([C@H](O3)COP(=O)(O)OP(=O)(O)OC[C@@H]4[C@H]([C@H]([C@@H](O4)N5C=CCC(=C5)C(=O)N)O)O)O)O)N (NADH). As a reaction SMILES: C(O)C(N)(CO)CO.Cl.[CH:10]1[CH:15]=[N+:14]([C@@H:16]2[O:20][C@H:19]([CH2:21][O:22][P:23]([O:26][P:27]([O:30][CH2:31][C@H:32]3[O:36][C@@H:35]([N:37]4[C:41]5[N:42]=[CH:43][N:44]=[C:45]([NH2:46])[C:40]=5[N:39]=[CH:38]4)[C@H:34]([O:47]P(O)(O)=O)[C@@H:33]3[OH:52])([OH:29])=[O:28])([OH:25])=[O:24])[C@@H:18]([OH:53])[C@H:17]2[OH:54])[CH:13]=[C:12]([C:55]([NH2:57])=[O:56])[CH:11]=1.C1C(C(O)=O)=C[C@@H](O)[C@@H](O)[C@@H]1O>>[CH:43]1[N:44]=[C:45]([NH2:46])[C:40]2[N:39]=[CH:38][N:37]([C@@H:35]3[O:36][C@H:32]([CH2:31][O:30][P:27]([O:26][P:23]([O:22][CH2:21][C@H:19]4[O:20][C@@H:16]([N:14]5[CH:13]=[C:12]([C:55]([NH2:57])=[O:56])[CH2:11][CH:10]=[CH:15]5)[C@H:17]([OH:54])[C@@H:18]4[OH:53])([OH:25])=[O:24])([OH:29])=[O:28])[C@@H:33]([OH:52])[C@H:34]3[OH:47])[C:41]=2[N:42]=1 |f:0.1|. Reported procedure: Each of these crude enzyme solutions was added to a mixture of 0.1M Tris-HCl buffer (pH 7.4), 0.8 mM NADP and 4 mM shikimic acid, and shikimate dehydrogenase activity was determined by measuring the change in optical density at 300 mμ resulting from the conversion of NADH. The reactants are ClC1=C2C=CC=NC2=C(C(=C1)C(C)=O)N1CCN(CC1)C(C1=CC(=CC=C1)F)=O (1-{5-chloro-8-[4-(3-fluorobenzoyl)piperazin-1-yl]quinolin-7-yl}ethanone), C(C)(=O)[O-].[NH4+] (ammonium acetate), C(#N)[BH3-].[Na+] (sodium cyanoborohydride), O1CCCC1 (tetrahydrofuran). Solvent: CO (methanol), C(C)#N (acetonitrile). Reaction conditions: temperature 65 celsius. Product: ClC1=C2C=CC=NC2=C(C(=C1)C(C)N)N1CCN(CC1)C(C1=CC(=CC=C1)F)=O (1-{5-Chloro-8-[4-(3-fluorobenzoyl)piperazin-1-yl]quinolin-7-yl}ethanamine). Reaction SMILES: [Cl:1][C:2]1[CH:11]=[C:10]([C:12](=O)[CH3:13])[C:9]([N:15]2[CH2:20][CH2:19][N:18]([C:21](=[O:29])[C:22]3[CH:27]=[CH:26][CH:25]=[C:24]([F:28])[CH:23]=3)[CH2:17][CH2:16]2)=[C:8]2[C:3]=1[CH:4]=[CH:5][CH:6]=[N:7]2.C([O-])(=O)C.[NH4+].C([BH3-])#[N:36].[Na+].O1CCCC1>CO.C(#N)C>[Cl:1][C:2]1[CH:11]=[C:10]([CH:12]([NH2:36])[CH3:13])[C:9]([N:15]2[CH2:20][CH2:19][N:18]([C:21](=[O:29])[C:22]3[CH:27]=[CH:26][CH:25]=[C:24]([F:28])[CH:23]=3)[CH2:17][CH2:16]2)=[C:8]2[C:3]=1[CH:4]=[CH:5][CH:6]=[N:7]2 |f:1.2,3.4|. Procedure: A mixture of 1-{5-chloro-8-[4-(3-fluorobenzoyl)piperazin-1-yl]quinolin-7-yl}ethanone (0.045 g, 0.11 mmol) and ammonium acetate (0.0842 g, 1.09 mmol) in methanol (0.4 mL) and acetonitrile (0.4 mL) was heated at 65° C. in a sealed tube for 1 hour. After cooling to room temperature, to the resulting mixture was added 1.0 M sodium cyanoborohydride in tetrahydrofuran (0.27 mL, 0.27 mmol). The reaction was heated at 65° C. overnight. The mixture was cooled to room temperature, quenched with sat. NaHCO...